This data is from the Open Reaction Database (ORD), a public repository of structured organic reaction records. The task is: describe an organic reaction: reactants, conditions, products, and yield Reactants: C(C)OC(=O)C=1C(=C2C(=C(N1)C#N)N(C=C2)CC2=CC(=CC=C2)OC)O (7-cyano-1-(3-methoxy-benzyl)-4-hydroxy-1H-pyrrolo[2,3-c]pyridine-5-carboxylic acid ethyl ester), C(C)(=O)OC(C)=O (acetic anhydride). The solvent is C(C)N(CC)CC (triethyl amine). The product is C(C)OC(=O)C=1C(=C2C(=C(N1)C#N)N(C=C2)CC2=CC(=CC=C2)OC)OC(C)=O (4-Acetoxy-7-cyano-1-(3-methoxy-benzyl)-1H-pyrrolo[2,3-c]pyridine-5-carboxylic acid ethyl ester). As a reaction SMILES: [CH2:1]([O:3][C:4]([C:6]1[C:7]([OH:26])=[C:8]2[CH:16]=[CH:15][N:14]([CH2:17][C:18]3[CH:23]=[CH:22][CH:21]=[C:20]([O:24][CH3:25])[CH:19]=3)[C:9]2=[C:10]([C:12]#[N:13])[N:11]=1)=[O:5])[CH3:2].[C:27](OC(=O)C)(=[O:29])[CH3:28]>C(N(CC)CC)C>[CH2:1]([O:3][C:4]([C:6]1[C:7]([O:26][C:27](=[O:29])[CH3:28])=[C:8]2[CH:16]=[CH:15][N:14]([CH2:17][C:18]3[CH:23]=[CH:22][CH:21]=[C:20]([O:24][CH3:25])[CH:19]=3)[C:9]2=[C:10]([C:12]#[N:13])[N:11]=1)=[O:5])[CH3:2]. Procedure: Prepared in analogy to that of Example 120(a) from 7-cyano-1-(3-methoxy-benzyl)-4-hydroxy-1H-pyrrolo[2,3-c]pyridine-5-carboxylic acid ethyl ester, acetic anhydride, and triethyl amine. The title compound, ESI MS (m/z): 394 (M+H)+. Starting materials: C1COCCN1, CCCCO, CS(=O)(=O)c1cccc(-c2cc(Cl)nc(Nc3ccc(OC(F)(F)F)cc3)n2)c1. The product is CS(=O)(=O)c1cccc(-c2cc(N3CCOCC3)nc(Nc3ccc(OC(F)(F)F)cc3)n2)c1. RXN SMILES: [CH2:30]1[CH2:31][O:32][CH2:33][CH2:34][NH:35]1.[CH2:36]([OH:37])[CH2:38][CH2:39][CH3:40].[Cl:1][c:2]1[n:3][c:4]([NH:18][c:19]2[cH:20][cH:21][c:22]([O:25][C:26]([F:27])([F:28])[F:29])[cH:23][cH:24]2)[n:5][c:6](-[c:8]2[cH:9][c:10]([S:14](=[O:15])(=[O:16])[CH3:17])[cH:11][cH:12][cH:13]2)[cH:7]1>>[c:2]1([N:35]2[CH2:30][CH2:31][O:32][CH2:33][CH2:34]2)[n:3][c:4]([NH:18][c:19]2[cH:20][cH:21][c:22]([O:25][C:26]([F:27])([F:28])[F:29])[cH:23][cH:24]2)[n:5][c:6](-[c:8]2[cH:9][c:10]([S:14](=[O:15])(=[O:16])[CH3:17])[cH:11][cH:12][cH:13]2)[cH:7]1. The reactants are CN1C(=C(C2=CC=CC=C12)C(=O)N1CCN(CC1)C1=CC=C(C=C1)OCCCN1CCCCC1)CC(=O)OCC (ethyl (1-methyl-3-{[4-(4-{[3-(1-piperidinyl)propyl]oxy}phenyl)-1-piperazinyl]carbonyl}-1H-indol-2-yl)acetate), [OH-].[Na+] (sodium hydroxide). Run in CO (methanol), O (water). Product: CN1C(=C(C2=CC=CC=C12)C(=O)N1CCN(CC1)C1=CC=C(C=C1)OCCCN1CCCCC1)CC(=O)O ((1-Methyl-3-{[4-(4-{[3-(1-piperidinyl)propyl]oxy}phenyl)-1-piperazinyl]carbonyl}-1H-indol-2-yl)acetic acid). The yield is 39.0%. As a reaction SMILES: [CH3:1][N:2]1[C:10]2[C:5](=[CH:6][CH:7]=[CH:8][CH:9]=2)[C:4]([C:11]([N:13]2[CH2:18][CH2:17][N:16]([C:19]3[CH:24]=[CH:23][C:22]([O:25][CH2:26][CH2:27][CH2:28][N:29]4[CH2:34][CH2:33][CH2:32][CH2:31][CH2:30]4)=[CH:21][CH:20]=3)[CH2:15][CH2:14]2)=[O:12])=[C:3]1[CH2:35][C:36]([O:38]CC)=[O:37].[OH-].[Na+]>CO.O>[CH3:1][N:2]1[C:10]2[C:5](=[CH:6][CH:7]=[CH:8][CH:9]=2)[C:4]([C:11]([N:13]2[CH2:18][CH2:17][N:16]([C:19]3[CH:20]=[CH:21][C:22]([O:25][CH2:26][CH2:27][CH2:28][N:29]4[CH2:34][CH2:33][CH2:32][CH2:31][CH2:30]4)=[CH:23][CH:24]=3)[CH2:15][CH2:14]2)=[O:12])=[C:3]1[CH2:35][C:36]([OH:38])=[O:37] |f:1.2|. Procedure details: A solution of ethyl (1-methyl-3-{[4-(4-{[3-(1-piperidinyl)propyl]oxy}phenyl)-1-piperazinyl]carbonyl}-1H-indol-2-yl)acetate (E60) [54 mg] in methanol [6 ml] and water [0.8 ml] was treated with 2N sodium hydroxide [0.46 ml] and was heated under reflux for 2 h. The reaction mixture was quenched with hydrochloric acid [10 ml] at room temperature. The reaction mixture was concentrated in vacuo and partitioned between ethyl acetate and water. The organic phase was dried and concentrated in vacuo to gi... The reactants are C(C)(C)(C)C=1C=C(N(N1)C1=CC(=CC(=C1)O[Si](C(C)C)(C(C)C)C(C)C)C)NC(=O)N[C@H]1CC[C@H](C2=CC=CC=C12)OC=1C=CC=2N(C1)C(=NN2)N2CCCCC2 (1-[5-tert-Butyl-2-(3-methyl-5-triisopropylsilanyloxy-phenyl)-2H-pyrazol-3-yl]-3-[(1S,4R)-4-(3-piperidin-1-yl-[1,2,4]triazolo[4,3-a]pyridin-6-yloxy)-1,2,3,4-tetrahydro-naphthalen-1-yl]-urea), [F-].C(CCC)[N+](CCCC)(CCCC)CCCC (tetrabutylammonium fluoride). Run in O (water), C1CCOC1 (THF), C1CCOC1 (THF). Run at time 0.5 hour. Yields the product C(C)(C)(C)C=1C=C(N(N1)C1=CC(=CC(=C1)C)O)NC(=O)N[C@H]1CC[C@H](C2=CC=CC=C12)OC=1C=CC=2N(C1)C(=NN2)N2CCCCC2 (1-[5-tert-Butyl-2-(3-hydroxy-5-methyl-phenyl)-2H-pyrazol-3-yl]-3-[(1S,4R)-4-(3-piperidin-1-yl-[1,2,4]triazolo[4,3-a]pyridin-6-yloxy)-1,2,3,4-tetrahydro-naphthalen-1-yl]-urea). Isolated yield 87.1%. Reaction SMILES: [C:1]([C:5]1[CH:6]=[C:7]([NH:28][C:29]([NH:31][C@@H:32]2[C:41]3[C:36](=[CH:37][CH:38]=[CH:39][CH:40]=3)[C@H:35]([O:42][C:43]3[CH:44]=[CH:45][C:46]4[N:47]([C:49]([N:52]5[CH2:57][CH2:56][CH2:55][CH2:54][CH2:53]5)=[N:50][N:51]=4)[CH:48]=3)[CH2:34][CH2:33]2)=[O:30])[N:8]([C:10]2[CH:15]=[C:14]([O:16][Si](C(C)C)(C(C)C)C(C)C)[CH:13]=[C:12]([CH3:27])[CH:11]=2)[N:9]=1)([CH3:4])([CH3:3])[CH3:2].[F-].C([N+](CCCC)(CCCC)CCCC)CCC>C1COCC1.O>[C:1]([C:5]1[CH:6]=[C:7]([NH:28][C:29]([NH:31][C@@H:32]2[C:41]3[C:36](=[CH:37][CH:38]=[CH:39][CH:40]=3)[C@H:35]([O:42][C:43]3[CH:44]=[CH:45][C:46]4[N:47]([C:49]([N:52]5[CH2:53][CH2:54][CH2:55][CH2:56][CH2:57]5)=[N:50][N:51]=4)[CH:48]=3)[CH2:34][CH2:33]2)=[O:30])[N:8]([C:10]2[CH:11]=[C:12]([CH3:27])[CH:13]=[C:14]([OH:16])[CH:15]=2)[N:9]=1)([CH3:4])([CH3:2])[CH3:3] |f:1.2|. Reported procedure: To a solution of Intermediate 54d (300 mg, 0.38 mmol) in THF (4 mL) was added a solution of tetrabutylammonium fluoride in THF (1M, 0.49 mL, 0.49 mmol). Stirred at RT for 0.5 h, then diluted with water and extracted with DCM (5×20 mL). The combined organics were dried and concentrated in vacuo. The residue was purified by FCC, using 0-10% MeOH in DCM, to give the impure product as a solid (210 mg). This was further purified by HPLC (XBridge C18 column, 40-85% MeCN in H2O, 0.1% NH4OH) to give the... The reactants are C[Mg]Br (methylmagnesium bromide), O=C1N(C=2N(C(=C1CC1=CC=C(C=C1)C=1C(=CC=CC1)C#N)CCC)N=CN2)C2CCC(CC2)OCC(C)=O (4′-({5-Oxo-4-[4-(2-oxopropoxy)cyclohexyl]-7-propyl-4,5-dihydro[1,2,4]triazolo[1,5-a]pyrimidin-6-yl}methyl)biphenyl-2-carbonitrile), [Cl-].[NH4+] (ammonium chloride). Run in O1CCCC1 (tetrahydrofuran). Reaction conditions: time 3 hour. The product is OC(COC1CCC(CC1)N1C=2N(C(=C(C1=O)CC1=CC=C(C=C1)C=1C(=CC=CC1)C#N)CCC)N=CN2)(C)C (4′-({4-[4-(2-hydroxy-2-methylpropoxy)cyclohexyl]-5-oxo-7-propyl-4,5-dihydro[1,2,4]triazolo[1,5-a]pyrimidin-6-yl}methyl)biphenyl-2-carbonitrile). Yield: 78.0%. As a reaction SMILES: [O:1]=[C:2]1[C:7]([CH2:8][C:9]2[CH:14]=[CH:13][C:12]([C:15]3[C:16]([C:21]#[N:22])=[CH:17][CH:18]=[CH:19][CH:20]=3)=[CH:11][CH:10]=2)=[C:6]([CH2:23][CH2:24][CH3:25])[N:5]2[N:26]=[CH:27][N:28]=[C:4]2[N:3]1[CH:29]1[CH2:34][CH2:33][CH:32]([O:35][CH2:36][C:37](=[O:39])[CH3:38])[CH2:31][CH2:30]1.[CH3:40][Mg]Br.[Cl-].[NH4+]>O1CCCC1>[OH:39][C:37]([CH3:40])([CH3:38])[CH2:36][O:35][CH:32]1[CH2:31][CH2:30][CH:29]([N:3]2[C:2](=[O:1])[C:7]([CH2:8][C:9]3[CH:14]=[CH:13][C:12]([C:15]4[C:16]([C:21]#[N:22])=[CH:17][CH:18]=[CH:19][CH:20]=4)=[CH:11][CH:10]=3)=[C:6]([CH2:23][CH2:24][CH3:25])[N:5]3[N:26]=[CH:27][N:28]=[C:4]23)[CH2:34][CH2:33]1 |f:2.3|. Procedure details: 4′-({5-Oxo-4-[4-(2-oxopropoxy)cyclohexyl]-7-propyl-4,5-dihydro[1,2,4]triazolo[1,5-a]pyrimidin-6-yl}methyl)biphenyl-2-carbonitrile (0.17 g) was dissolved in tetrahydrofuran (15 mL), and methylmagnesium bromide (1.0 M tetrahydrofuran solution, 0.27 mL) was added at room temperature. The reaction mixture was stirred for 3 hr, saturated aqueous ammonium chloride solution was added, and the mixture was extracted with ethyl acetate. The obtained ethyl acetate layer was washed with saturated brine, and... Starting materials: C=1(C(=CC=CC1)C)C (xylene), CC(C)CC(CO)O (polyethylene glycol dimethyl ether), [F-].[K+] (potassium fluoride), ClC1=C(C=CC=C1Cl)[N+](=O)[O-] (2,3-dichloronitrobenzene). Run at temperature 150 celsius, time 6 hour. The product is ClC=1C(=C(C=CC1)[N+](=O)[O-])F (3-chloro-2-fluoronitrobenzene). Reaction SMILES: CC(CC(O)CO)C.[F-:9].[K+].Cl[C:12]1[C:17]([Cl:18])=[CH:16][CH:15]=[CH:14][C:13]=1[N+:19]([O-:21])=[O:20].C1(C)C(C)=CC=CC=1>>[Cl:18][C:17]1[C:12]([F:9])=[C:13]([N+:19]([O-:21])=[O:20])[CH:14]=[CH:15][CH:16]=1 |f:1.2|. Procedure: In a 1-liter flange flask fitted with a distillation bridge and stirrer, 29 g (0.06 mol) of polyethylene glycol dimethyl ether 500 and 139 g (2.4 mol) of potassium fluoride were introduced at 120° C. into the melt of 576 g (3.0 mol) of 2,3-dichloronitrobenzene. Subsequently, 20 g (0.19 mol) of xylene were added and the reaction suspension was azeotropically dried by application of a vacuum of 60 mbar and heating to 150° C. After the xylene had been distilled off, the distillation bridge was repl... Product: COC(=O)c1nc(F)cnc1N. Reactants: O=C([O-])[O-], O=C([O-])[O-], CC(=O)O, [Ca+2], COC(=O)c1nc(F)cnc1[N+](=O)[O-], [H][H], [Pd+2]. Reaction SMILES: [C:21](=[O:22])([O-:23])[O-:24].[C:27](=[O:28])([O-:29])[O-:30].[CH3:17][C:18](=[O:19])[OH:20].[Ca+2:25].[F:1][c:2]1[cH:3][n:4][c:5]([N+:12]([O-:13])=[O:14])[c:6]([C:8](=[O:9])[O:10][CH3:11])[n:7]1.[H:15][H:16].[Pd+2:26]>>[F:1][c:2]1[cH:3][n:4][c:5]([NH2:12])[c:6]([C:8](=[O:9])[O:10][CH3:11])[n:7]1.